The task is: describe an organic reaction: reactants, conditions, products, and yield. This data is from the Open Reaction Database (ORD), a public repository of structured organic reaction records. The reactants are O=C(NC(Cc1c[nH]cn1)C(=O)O)OCc1ccccc1, CCOC(C)=O, [N-]=[N+]=[N-], O=C(NCCCN1CCCC1=O)C1CCCN1, CN(C)C=O. Product: O=C(NC(Cc1c[nH]cn1)C(=O)N1CCCC1C(=O)NCCCN1CCCC1=O)OCc1ccccc1. As a reaction SMILES: [CH2:10]([c:11]1[cH:12][cH:13][cH:14][cH:15][cH:16]1)[O:17][C:18](=[O:19])[NH:20][CH:21]([CH2:22][c:23]1[cH:24][nH:25][cH:26][n:27]1)[C:28](=[O:29])[OH:30].[CH3:1][CH2:2][O:3][C:4](=[O:5])[CH3:6].[N-:7]=[N+:8]=[N-:9].[O:31]=[C:32]1[N:33]([CH2:37][CH2:38][CH2:39][NH:40][C:41](=[O:42])[CH:43]2[NH:44][CH2:45][CH2:46][CH2:47]2)[CH2:34][CH2:35][CH2:36]1.[O:48]=[CH:49][N:50]([CH3:51])[CH3:52]>>[CH2:10]([c:11]1[cH:12][cH:13][cH:14][cH:15][cH:16]1)[O:17][C:18](=[O:19])[NH:20][CH:21]([CH2:22][c:23]1[cH:24][nH:25][cH:26][n:27]1)[C:28](=[O:30])[N:44]1[CH:43]([C:41]([NH:40][CH2:39][CH2:38][CH2:37][N:33]2[C:32](=[O:31])[CH2:36][CH2:35][CH2:34]2)=[O:42])[CH2:47][CH2:46][CH2:45]1. Starting materials: [Na] (Sodium), C1(=CC=CC=C1)CC(=O)OCC (ethyl phenylacetate), CC(=O)C (acetone), Cl (hydrochloric acid). The solvent is O (H2O). Reaction conditions: time 1 hour. Yields the product C1(=CC=CC=C1)CC(CC(C)=O)=O (1-phenyl-2,4-pentanedione). Isolated yield 24.7%. Reaction SMILES: [Na].[C:2]1([CH2:8][C:9]([O:11]CC)=O)[CH:7]=[CH:6][CH:5]=[CH:4][CH:3]=1.[CH3:14][C:15]([CH3:17])=[O:16].Cl>O>[C:2]1([CH2:8][C:9](=[O:11])[CH2:14][C:15](=[O:16])[CH3:17])[CH:3]=[CH:4][CH:5]=[CH:6][CH:7]=1 |^1:0|. Procedure details: Sodium (28 g) was added in small portions to a solution of ethyl phenylacetate (600 g, 3.66 moles) and acetone (70.7 g, 1.22 moles) under nitrogen, was dissolved at 30°-40° C. with stirring for 1 hour and then the mixture was reacted at 70°-80° C. for 4.5 hours. The reaction mixture was taken up in H2O (1.2 l), neutralized with dilute hydrochloric acid and extracted with chloroform. The organic layer was washed with H2O, dried over anhydrous MgSO4 and then evaporated. The residue was distilled u...